From a dataset of the Open Reaction Database (ORD), a public repository of structured organic reaction records. describe an organic reaction: reactants, conditions, products, and yield Starting materials: [BH4-].[Na+] (sodium borohydride), C(C1=CC=CC=C1)OC1=C(C=O)C=CC(=C1)OCC1=CC=CC=C1 (2,4-Dibenzyloxybenzaldehyde), O (water). Run in CO (methanol). Product: C(C1=CC=CC=C1)OC1=C(CO)C=CC(=C1)OCC1=CC=CC=C1 (2,4-dibenzyloxybenzyl alcohol). Isolated yield 98.4%. As a reaction SMILES: [CH2:1]([O:8][C:9]1[CH:16]=[C:15]([O:17][CH2:18][C:19]2[CH:24]=[CH:23][CH:22]=[CH:21][CH:20]=2)[CH:14]=[CH:13][C:10]=1[CH:11]=[O:12])[C:2]1[CH:7]=[CH:6][CH:5]=[CH:4][CH:3]=1.[BH4-].[Na+].O>CO>[CH2:1]([O:8][C:9]1[CH:16]=[C:15]([O:17][CH2:18][C:19]2[CH:24]=[CH:23][CH:22]=[CH:21][CH:20]=2)[CH:14]=[CH:13][C:10]=1[CH2:11][OH:12])[C:2]1[CH:3]=[CH:4][CH:5]=[CH:6][CH:7]=1 |f:1.2|. Reported procedure: 2,4-Dibenzyloxybenzaldehyde (20 g) was dissolved in methanol (700 ml) and then thereto was added sodium borohydride (3.6 g) and this was left to stand at room temperature (20° C.) for 1.5 hours. To the reaction mixture was added water (1.5 l) and the resulting precipitate was collected by filtration and recrystallized from ethanol to obtain 2,4-dibenzyloxybenzyl alcohol (19.8 g, yield 98%). Melting point; 84°-85° C.